From a dataset of the Open Reaction Database (ORD), a public repository of structured organic reaction records. describe an organic reaction: reactants, conditions, products, and yield Reactants: BrC=1C=C(C=CC1)C(CC(=O)C1=CC(=NC(=C1)C)F)C1=C(C=CC=C1)C (3-(3-bromo-phenyl)-1-(2-fluoro-6-methyl-pyridin-4-yl)-3-o-tolyl-propan-1-one), Cl.NO (hydroxylamine hydrochloride), C(=O)(O)[O-].[Na+] (NaHCO3). The product is BrC=1C=C(C=CC1)C(C\C(=N/O)\C1=CC(=NC(=C1)C)F)C1=C(C=CC=C1)C ((E)-3-(3-Bromo-phenyl)-1-(2-fluoro-6-methyl-pyridin-4-yl)-3-o-tolyl-propan-1-one oxime). RXN SMILES: [Br:1][C:2]1[CH:3]=[C:4]([CH:8]([C:20]2[CH:25]=[CH:24][CH:23]=[CH:22][C:21]=2[CH3:26])[CH2:9][C:10]([C:12]2[CH:17]=[C:16]([CH3:18])[N:15]=[C:14]([F:19])[CH:13]=2)=O)[CH:5]=[CH:6][CH:7]=1.Cl.[NH2:28][OH:29].C([O-])(O)=O.[Na+]>>[Br:1][C:2]1[CH:3]=[C:4]([CH:8]([C:20]2[CH:25]=[CH:24][CH:23]=[CH:22][C:21]=2[CH3:26])[CH2:9]/[C:10](/[C:12]2[CH:17]=[C:16]([CH3:18])[N:15]=[C:14]([F:19])[CH:13]=2)=[N:28]\[OH:29])[CH:5]=[CH:6][CH:7]=1 |f:1.2,3.4|. Reported procedure: In analogy to example 74, step 7, from 3-(3-bromo-phenyl)-1-(2-fluoro-6-methyl-pyridin-4-yl)-3-o-tolyl-propan-1-one and hydroxylamine hydrochloride in the presence of NaHCO3 was prepared the title compound as a white foam, MS (ESI+): m/z=427.0801 ([M+H]+, 1Br).